Dataset: the Open Reaction Database (ORD), a public repository of structured organic reaction records. Task: describe an organic reaction: reactants, conditions, products, and yield Reactants: CC(=O)OC(C)=O, Cc1c(C)c2c(c(C)c1O)CCC(C)(COc1ccc(CC3SC(=O)NC3=O)cc1)O2, c1ccncc1, c1ccccc1. Product: CC(=O)Oc1c(C)c(C)c2c(c1C)CCC(C)(COc1ccc(CC3SC(=O)NC3=O)cc1)O2. RXN SMILES: [CH3:38][C:39](=[O:40])[O:41][C:42](=[O:43])[CH3:44].[OH:1][c:2]1[c:3]([CH3:31])[c:4]2[c:9]([c:10]([CH3:13])[c:11]1[CH3:12])[O:8][C:7]([CH3:14])([CH2:15][O:16][c:17]1[cH:18][cH:19][c:20]([CH2:21][CH:22]3[C:23](=[O:28])[NH:24][C:25](=[O:27])[S:26]3)[cH:29][cH:30]1)[CH2:6][CH2:5]2.[cH:32]1[cH:33][cH:34][n:35][cH:36][cH:37]1.[cH:45]1[cH:46][cH:47][cH:48][cH:49][cH:50]1>>[O:1]([c:2]1[c:3]([CH3:31])[c:4]2[c:9]([c:10]([CH3:13])[c:11]1[CH3:12])[O:8][C:7]([CH3:14])([CH2:15][O:16][c:17]1[cH:18][cH:19][c:20]([CH2:21][CH:22]3[C:23](=[O:28])[NH:24][C:25](=[O:27])[S:26]3)[cH:29][cH:30]1)[CH2:6][CH2:5]2)[C:39]([CH3:38])=[O:40]. Reactants: C, CN1CCN(CCc2ccc(OCc3ccccc3)c(C(=O)Nc3cc(-c4ccccc4)ccc3C(=O)OC(C)(C)C)c2)CC1, CO, CCOC(C)=O, [Pd]. Yields the product CN1CCN(CCc2ccc(O)c(C(=O)Nc3cc(-c4ccccc4)ccc3C(=O)OC(C)(C)C)c2)CC1. RXN SMILES: [C:54].[CH2:1]([c:2]1[cH:3][cH:4][cH:5][cH:6][cH:7]1)[O:8][c:9]1[c:10]([C:11](=[O:12])[NH:13][c:14]2[c:15]([C:16](=[O:17])[O:18][C:19]([CH3:20])([CH3:21])[CH3:22])[cH:23][cH:24][c:25](-[c:27]3[cH:28][cH:29][cH:30][cH:31][cH:32]3)[cH:26]2)[cH:33][c:34]([CH2:37][CH2:38][N:39]2[CH2:40][CH2:41][N:42]([CH3:45])[CH2:43][CH2:44]2)[cH:35][cH:36]1.[CH3:46][OH:47].[CH3:48][CH2:49][O:50][C:51](=[O:52])[CH3:53].[Pd:55]>>[OH:8][c:9]1[c:10]([C:11](=[O:12])[NH:13][c:14]2[c:15]([C:16](=[O:17])[O:18][C:19]([CH3:20])([CH3:21])[CH3:22])[cH:23][cH:24][c:25](-[c:27]3[cH:28][cH:29][cH:30][cH:31][cH:32]3)[cH:26]2)[cH:33][c:34]([CH2:37][CH2:38][N:39]2[CH2:40][CH2:41][N:42]([CH3:45])[CH2:43][CH2:44]2)[cH:35][cH:36]1. The reactants are compound, Cl.C(#N)C=1C=C(C=CC1F)NN (3-cyano-4-fluorophenylhydrazine hydrochloride), ClC=1C=C(C=CC1F)N1N=C(C=C1C1=CC(=CC(=C1)F)Cl)C(=O)OCC (Ethyl 1-(3-chloro-4-fluorophenyl)-5-(3-chloro-5-fluorophenyl)-1H-pyrazole-3-carboxylate). The product is ClC=1C=C(C=CC1)C1=CC(=NN1C1=CC(=C(C=C1)F)C#N)C(=O)OCC (Ethyl 5-(3-chlorophenyl)-1-(3-cyano-4-fluorophenyl)-1H-pyrazole-3-carboxylate). RXN SMILES: Cl.[C:2]([C:4]1[CH:5]=[C:6]([NH:11][NH2:12])[CH:7]=[CH:8][C:9]=1[F:10])#[N:3].ClC1C=C(N2[C:25]([C:26]3[CH:31]=[C:30](F)[CH:29]=[C:28]([Cl:33])[CH:27]=3)=[CH:24][C:23]([C:34]([O:36][CH2:37][CH3:38])=[O:35])=N2)C=CC=1F>>[Cl:33][C:28]1[CH:27]=[C:26]([C:25]2[N:11]([C:6]3[CH:7]=[CH:8][C:9]([F:10])=[C:4]([C:2]#[N:3])[CH:5]=3)[N:12]=[C:23]([C:34]([O:36][CH2:37][CH3:38])=[O:35])[CH:24]=2)[CH:31]=[CH:30][CH:29]=1 |f:0.1|. Procedure: The preparation of the title compound takes place starting from the compound of Example 3A and 3-cyano-4-fluorophenylhydrazine hydrochloride in analogy to the synthesis of the compound of Example 21A. 0.76 g of the title compound with 46% purity (23% of theory) are obtained. Reactants: FC=1C=NC=C(C(=NO)Cl)C1 (5-Fluoro-N-hydroxynicotinimidoyl chloride), C(#C)C1=CC(=CC=C1)C (1-ethynyl-3-methylbenzene), N (NH3). Yields the product FC=1C=C(C=NC1)C1=NOC(=C1)C1=CC(=CC=C1)C (3-(5-Fluoropyridin-3-yl)-5-(3-methylphenyl)isoxazole). As a reaction SMILES: [F:1][C:2]1[CH:3]=[N:4][CH:5]=[C:6]([CH:11]=1)[C:7](Cl)=[N:8][OH:9].[C:12]([C:14]1[CH:19]=[CH:18][CH:17]=[C:16]([CH3:20])[CH:15]=1)#[CH:13].N>>[F:1][C:2]1[CH:11]=[C:6]([C:7]2[CH:13]=[C:12]([C:14]3[CH:19]=[CH:18][CH:17]=[C:16]([CH3:20])[CH:15]=3)[O:9][N:8]=2)[CH:5]=[N:4][CH:3]=1. Procedure: The titled compound was prepared according to Method CB using the product of Example 28B (88 mg, 0.5 mmol) and 1-ethynyl-3-methylbenzene (Aldrich, 58 mg, 0.5 mmol). 1H NMR (300 MHz, MeOH-d4) δ 2.44 (s, 3H), 7.29-7.38 (m, 2 H), 7.42 (t, J=7.6 Hz, 1H), 7.64-7.81 (m, 2H), 8.17 (ddd, J=9.4, 2.8, 1.7 Hz, 1H), 8.60 (d, J=2.7 Hz, 1H), 8.97 (t, J=1.7 Hz, 1H) ppm; MS (DCI/NH3) m/z 255 (M+H)+. Starting materials: ClC(Cl)(Cl)Cl, Nc1ccc(Cl)c(CC2CCN(C3CCCCC3)C2=O)c1Cl, O=C1CCC(=O)N1Br. RXN SMILES: [Cl:31][C:32]([Cl:33])([Cl:34])[Cl:35].[NH2:9][c:10]1[c:11]([Cl:30])[c:12]([CH2:13][CH:14]2[C:15](=[O:25])[N:16]([CH:19]3[CH2:20][CH2:21][CH2:22][CH2:23][CH2:24]3)[CH2:17][CH2:18]2)[c:26]([Cl:29])[cH:27][cH:28]1.[O:1]=[C:2]1[N:3]([Br:8])[C:4](=[O:5])[CH2:6][CH2:7]1>>[Br:8][c:28]1[c:10]([NH2:9])[c:11]([Cl:30])[c:12]([CH2:13][CH:14]2[C:15](=[O:25])[N:16]([CH:19]3[CH2:20][CH2:21][CH2:22][CH2:23][CH2:24]3)[CH2:17][CH2:18]2)[c:26]([Cl:29])[cH:27]1. The product is Nc1c(Br)cc(Cl)c(CC2CCN(C3CCCCC3)C2=O)c1Cl. Starting materials: C(C)N(C1=C(C=CC(=C1)OC)C1CC=2C=CC(=CC2CC1)OC(C(C)(C)C)=O)C(C1=CC(=C(C=C1)O)F)=O (pivalic acid 6-{2-[ethyl(3-fluoro-4-hydroxybenzoyl)amino]-4-methoxyphenyl}-5,6,7,8-tetrahydronaphthalen-2-yl ester), BrCC(=O)N1C(CCCC1(C)C)(C)C (2-bromo-1-(2,2,6,6-tetramethylpiperidin-1-yl)ethanone). Product: C(C)N(C1=C(C=CC(=C1)OC)C1CC=2C=CC(=CC2CC1)O)CC1=CC(=C(C=C1)OCCN1C(CCCC1(C)C)(C)C)F (6-{2-{Ethyl{3-fluoro-4-[2-(2,2,6,6-tetramethylpiperidin-1-yl)ethoxy]benzyl}amino}-4-methoxyphenyl}-5,6,7,8-tetrahydronaphthalen-2-ol). The yield is 28.7%. As a reaction SMILES: [CH2:1]([N:3]([C:29](=O)[C:30]1[CH:35]=[CH:34][C:33]([OH:36])=[C:32]([F:37])[CH:31]=1)[C:4]1[CH:9]=[C:8]([O:10][CH3:11])[CH:7]=[CH:6][C:5]=1[CH:12]1[CH2:21][CH2:20][C:19]2[CH:18]=[C:17]([O:22]C(=O)C(C)(C)C)[CH:16]=[CH:15][C:14]=2[CH2:13]1)[CH3:2].Br[CH2:40][C:41]([N:43]1[C:48]([CH3:50])([CH3:49])[CH2:47][CH2:46][CH2:45][C:44]1([CH3:52])[CH3:51])=O>>[CH2:1]([N:3]([CH2:29][C:30]1[CH:35]=[CH:34][C:33]([O:36][CH2:40][CH2:41][N:43]2[C:48]([CH3:50])([CH3:49])[CH2:47][CH2:46][CH2:45][C:44]2([CH3:52])[CH3:51])=[C:32]([F:37])[CH:31]=1)[C:4]1[CH:9]=[C:8]([O:10][CH3:11])[CH:7]=[CH:6][C:5]=1[CH:12]1[CH2:21][CH2:20][C:19]2[CH:18]=[C:17]([OH:22])[CH:16]=[CH:15][C:14]=2[CH2:13]1)[CH3:2]. Procedure details: Synthesized from pivalic acid 6-{2-[ethyl(3-fluoro-4-hydroxybenzoyl)amino]-4-methoxyphenyl}-5,6,7,8-tetrahydronaphthalen-2-yl ester (20 mg) and 2-bromo-1-(2,2,6,6-tetramethylpiperidin-1-yl)ethanone (20 mg) according to an analogous synthetic method to Example 404 and purified by LC-MS, the title compound (6.5 mg) was obtained.